This data is from the Open Reaction Database (ORD), a public repository of structured organic reaction records. The task is: describe an organic reaction: reactants, conditions, products, and yield The reactants are O1CCOCC1 (dioxane), C1(=CC=CC=C1)/C=C/CN1CCN(CC1)C1C2=C(CCC3=NC=CC=C31)C=CC=C2 (5-[4-{(E)-3-phenylallyl}-piperazin-1-yl]-10,11-dihydro-5H-benzo[4,5]cyclohepta-[1,2-b]pyridine), Cl (hydrogen chloride). Run in C(C)(C)O (isopropyl alcohol). Reaction conditions: time 1 hour. Yields the product Cl.Cl.Cl.C1(=CC=CC=C1)/C=C/CN1CCN(CC1)C1C2=C(CCC3=NC=CC=C31)C=CC=C2 (5-[4-{(E)-3-phenylallyl}piperazin-1-yl]-10,11-dihydro-5H-benzo-[4,5]cyclohepta[1,2-b]pyridine trihydrochloride). Reaction SMILES: [C:1]1(/[CH:7]=[CH:8]/[CH2:9][N:10]2[CH2:15][CH2:14][N:13]([CH:16]3[C:26]4[C:21](=[N:22][CH:23]=[CH:24][CH:25]=4)[CH2:20][CH2:19][C:18]4[CH:27]=[CH:28][CH:29]=[CH:30][C:17]3=4)[CH2:12][CH2:11]2)[CH:6]=[CH:5][CH:4]=[CH:3][CH:2]=1.O1CCOCC1.[ClH:37]>C(O)(C)C>[ClH:37].[ClH:37].[ClH:37].[C:1]1(/[CH:7]=[CH:8]/[CH2:9][N:10]2[CH2:11][CH2:12][N:13]([CH:16]3[C:26]4[C:21](=[N:22][CH:23]=[CH:24][CH:25]=4)[CH2:20][CH2:19][C:18]4[CH:27]=[CH:28][CH:29]=[CH:30][C:17]3=4)[CH2:14][CH2:15]2)[CH:2]=[CH:3][CH:4]=[CH:5][CH:6]=1 |f:4.5.6.7|. Procedure details: 1.58 g of the 5-[4-{(E)-3-phenylallyl}-piperazin-1-yl]-10,11-dihydro-5H-benzo[4,5]cyclohepta-[1,2-b]pyridine was dissolved in 24 ml of isopropyl alcohol. To the solution was dropwise added 8 ml of a 2N dioxane solution of hydrogen chloride at room temperature. After the completion of the addition, the resulting mixture was stirred for 1 hour at the same temperature. The resulting crystals were collected by filtration to obtain 1.90 g of 5-[4-{(E)-3-phenylallyl}piperazin-1-yl]-10,11-dihydro-5H-be... Reactants: alcohol, C(C)(C)(C)[Li] (tert-butyl lithium), solution, CCCCCC.C(C)(=O)OCC (hexane ethyl acetate), material, C(C1=CC=CC=C1)OC(=O)N1CCC(CC1)=O (1-benzyloxycarbonyl-4-piperidone), C1(=CC=CC=C1)OC (anisole). The solvent is CCCCC (pentane), O (water), O1CCCC1 (tetrahydrofuran), O1CCCC1 (tetrahydrofuran). Reaction conditions: temperature -15 celsius, time 45 minute. Yields the product C(C1=CC=CC=C1)OC(=O)N1CCC(CC1)(C1=C(C=CC=C1)OC)O (1-Benzyloxycarbonyl-4-hydroxy-4-(2-methoxyphenyl)piperidine). RXN SMILES: [C:1]1([O:7][CH3:8])[CH:6]=[CH:5][CH:4]=[CH:3][CH:2]=1.C([Li])(C)(C)C.[CH2:14]([O:21][C:22]([N:24]1[CH2:29][CH2:28][C:27](=[O:30])[CH2:26][CH2:25]1)=[O:23])[C:15]1[CH:20]=[CH:19][CH:18]=[CH:17][CH:16]=1.CCCCCC.C(OCC)(=O)C>O1CCCC1.CCCCC.O>[CH2:14]([O:21][C:22]([N:24]1[CH2:29][CH2:28][C:27]([OH:30])([C:2]2[CH:3]=[CH:4][CH:5]=[CH:6][C:1]=2[O:7][CH3:8])[CH2:26][CH2:25]1)=[O:23])[C:15]1[CH:20]=[CH:19][CH:18]=[CH:17][CH:16]=1 |f:3.4|. Procedure details: A solution of anisole (2.19 g) in tetrahydrofuran (50 mL) was cooled to -78° C. and treated with tert-butyl lithium (12 mL of a 1.7M solution in pentane). The resulting reaction mixture was warmed to -15° C. and stirred for 45 minutes. The reaction mixture was cooled back to -78° C. and treated with a solution of 1-benzyloxycarbonyl-4-piperidone (4.67 g) in tetrahydrofuran (5 mL). The reaction mixture was warmed to -15° C. and stirred for 1 hour before it was allowed to reach ambient temperature... Reactants: CC(C)(C)OC(=O)N1CCN(CC1)c2ccc(NC(=O)c3oc(cc3)c4ccc(Cl)cc4)cc2 (p-Cl Core). The reagents and catalysts are O=S(=O)(O)O (H2SO4), CCN=P(N=P(N(C)C)(N(C)C)N(C)C)(N(C)C)N(C)C ( P2-Et). The solvent is COCCOCCOC (diglyme), CN(C)C=O (DMF), CN(C)C=O (DMF). Reaction conditions: temperature 23 celsius, time 20 hour. Product: CC(C)(C)OC(=O)N1CCN(CC1)c2ccc(NC(=O)c3oc(cc3)c4ccc(Cl)cc4)cc2 (MK2_Core_Cl). Starting materials: BrC=1C=C(C(=CC1)N)N (4-bromobenzene-1,2-diamine), S1C(=CC2=C1C=CC=C2)S(=O)(=O)Cl (benzothiophene-2-sulfonyl chloride). The product is BrC1=CC(=C(C=C1)NS(=O)(=O)C=1SC2=C(C1)C=CC=C2)NS(=O)(=O)C=2SC1=C(C2)C=CC=C1 (N,N′-(4-bromo-1,2-phenylene)bis(1-benzothiophene-2-sulfonamide)). RXN SMILES: [Br:1][C:2]1[CH:3]=[C:4]([NH2:9])[C:5]([NH2:8])=[CH:6][CH:7]=1.[S:10]1[C:14]2[CH:15]=[CH:16][CH:17]=[CH:18][C:13]=2[CH:12]=[C:11]1[S:19](Cl)(=[O:21])=[O:20]>>[Br:1][C:2]1[CH:7]=[CH:6][C:5]([NH:8][S:19]([C:11]2[S:10][C:14]3[CH:15]=[CH:16][CH:17]=[CH:18][C:13]=3[CH:12]=2)(=[O:21])=[O:20])=[C:4]([NH:9][S:19]([C:11]2[S:10][C:14]3[CH:15]=[CH:16][CH:17]=[CH:18][C:13]=3[CH:12]=2)(=[O:20])=[O:21])[CH:3]=1. Procedure: N,N′-(4-bromo-1,2-phenylene)bis(1-benzothiophene-2-sulfonamide) (255 mg) was prepared as in Example 31 using 4-bromobenzene-1,2-diamine and benzothiophene-2-sulfonyl chloride as requisite starting materials. As a reaction SMILES: [N:1]1[C:10]2[C:5](=[CH:6][CH:7]=[CH:8][CH:9]=2)[C:4]([NH:11][CH2:12][C:13]([C:28]([F:31])([F:30])[F:29])([OH:27])[CH2:14][C:15]([C:18]2[CH:23]=[C:22]([F:24])[CH:21]=[CH:20][C:19]=2[O:25]C)([CH3:17])[CH3:16])=[CH:3][CH:2]=1.B(Br)(Br)Br.C(Cl)Cl>C(Cl)Cl.CO>[N:1]1[C:10]2[C:5](=[CH:6][CH:7]=[CH:8][CH:9]=2)[C:4]([NH:11][CH2:12][C:13]([C:28]([F:30])([F:29])[F:31])([OH:27])[CH2:14][C:15]([C:18]2[CH:23]=[C:22]([F:24])[CH:21]=[CH:20][C:19]=2[OH:25])([CH3:17])[CH3:16])=[CH:3][CH:2]=1 |f:1.2,3.4|. Reported procedure: Analogously to Example 2, 200 mg (0.46 mmol) of 1-(quinolin-4-ylamino)-4-(5-fluoro-2-methoxyphenyl)-4-methyl-2-(trifluoromethyl)pentan-2-ol and 9 ml of 1 M boron tribromide-CH2Cl2 solution are reacted. After chromatography on silica gel with CH2Cl2-methanol (0-15%), 138 mg of product is obtained. Starting materials: N1=CC=C(C2=CC=CC=C12)NCC(CC(C)(C)C1=C(C=CC(=C1)F)OC)(O)C(F)(F)F (1-(quinolin-4-ylamino)-4-(5-fluoro-2-methoxyphenyl)-4-methyl-2-(trifluoromethyl)pentan-2-ol), B(Br)(Br)Br.C(Cl)Cl (boron tribromide CH2Cl2). The product is N1=CC=C(C2=CC=CC=C12)NCC(CC(C)(C)C1=C(C=CC(=C1)F)O)(O)C(F)(F)F (1-(Quinolin-4-ylamino)-4-(5-fluoro-2-hydroxyphenyl)-4-methyl-2-(trifluoromethyl)pentan-2-ol). The yield is 71.0%. The solvent is C(Cl)Cl.CO (CH2Cl2 methanol).